This data is from the Open Reaction Database (ORD), a public repository of structured organic reaction records. The task is: describe an organic reaction: reactants, conditions, products, and yield Starting materials: ClC1=NC2=CC=C(C(=C2C=C1)NC(CC1CCC(CC1)C(F)(F)F)=O)Cl (N-(2,6-dichloro-5-quinolinyl)-4-(trifluoromethyl)-cyclohexaneacetamide), hydrochloride salt, Cl (hydrochloric acid), Example 8 ( c ), CNCCCNC (N,N′-dimethyl-1,3-propanediamine). The product is Cl.Cl.ClC=1C(=C2C=CC(=NC2=CC1)N(CCCNC)C)NC(CC1CCC(CC1)C(F)(F)F)=O (N-[6-Chloro-2-[methyl[3-(methylamino)propyl]amino]-5-quinolinyl]-4-(trifluoromethyl)-cyclohexaneacetamide, Dihydrochloride). Reaction SMILES: [Cl:1][C:2]1[CH:11]=[CH:10][C:9]2[C:4](=[CH:5][CH:6]=[C:7]([Cl:26])[C:8]=2[NH:12][C:13](=[O:25])[CH2:14][CH:15]2[CH2:20][CH2:19][CH:18]([C:21]([F:24])([F:23])[F:22])[CH2:17][CH2:16]2)[N:3]=1.[CH3:27][NH:28][CH2:29][CH2:30][CH2:31][NH:32][CH3:33].[ClH:34]>>[ClH:1].[ClH:34].[Cl:26][C:7]1[C:8]([NH:12][C:13](=[O:25])[CH2:14][CH:15]2[CH2:20][CH2:19][CH:18]([C:21]([F:24])([F:23])[F:22])[CH2:17][CH2:16]2)=[C:9]2[C:4](=[CH:5][CH:6]=1)[N:3]=[C:2]([N:28]([CH3:27])[CH2:29][CH2:30][CH2:31][NH:32][CH3:33])[CH:11]=[CH:10]2 |f:3.4.5|. Procedure details: Prepared according to the method of example 2 using N-(2,6-dichloro-5-quinolinyl)-4-(trifluoromethyl)-cyclohexaneacetamide (Example 8 (c)) (150 mg) and N,N′-dimethyl-1,3-propanediamine (450 mg). The product was converted to its hydrochloride salt by treatment with hydrochloric acid (4M in 1,4-dioxane). Recrystallisation (methanol/ethyl acetate) afforded the title compound as a solid (40 mg).